Dataset: the Open Reaction Database (ORD), a public repository of structured organic reaction records. Task: describe an organic reaction: reactants, conditions, products, and yield Reactants: CS(=O)(=O)Cl (methanesulphonyl chloride), Cl.ClC1=C(C=CC=C1)C(C[N+](=O)[O-])N (1-(2-Chlorophenyl)-2-nitroethanamine hydrochloride). The solvent is N1=CC=CC=C1 (pyridine). Run at time 1 hour. Product: ClC1=C(C=CC=C1)C(C[N+](=O)[O-])NS(=O)(=O)C (N-[1-(2-Chlorophenyl)-2-nitroethyl]methanesulphonamide). Reaction SMILES: [CH3:1][S:2](Cl)(=[O:4])=[O:3].Cl.[Cl:7][C:8]1[CH:13]=[CH:12][CH:11]=[CH:10][C:9]=1[CH:14]([NH2:19])[CH2:15][N+:16]([O-:18])=[O:17]>N1C=CC=CC=1>[Cl:7][C:8]1[CH:13]=[CH:12][CH:11]=[CH:10][C:9]=1[CH:14]([NH:19][S:2]([CH3:1])(=[O:4])=[O:3])[CH2:15][N+:16]([O-:18])=[O:17] |f:1.2|. Procedure details: At RT, 182 μl (2.35 mmol) of methanesulphonyl chloride were added to a solution of 300 mg (about 93% pure, 1.18 mmol) of the compound of Example 25A in 7.2 ml of pyridine, and the mixture was stirred for 1 h. The pyridine was removed on a rotary evaporator and the residue was purified by preparative HPLC [Method 20]. This gave 221 mg (65% of theory) of the title compound. Starting materials: BrC1=CC(=C(C=C1)F)[N+](=O)[O-] (4-bromo-1-fluoro-2-nitrobenzene), C([O-])([O-])=O.[K+].[K+] (potassium carbonate), N1(CCNCC1)C(=O)OC(C)(C)C (tert-butyl piperazine-1-carboxylate), Step-ii, Cl (HCl). Run in CN(C)C=O (DMF), CCOCC.CO (ether methanol). Product: Cl.BrC1=CC(=C(C=C1)N1CCNCC1)[N+](=O)[O-] (1-(4-bromo-2-nitrophenyl)piperazine hydrochloride). The yield is 99.0%. As a reaction SMILES: [N:1]1([C:7](OC(C)(C)C)=O)[CH2:6][CH2:5][NH:4][CH2:3][CH2:2]1.[Br:14][C:15]1[CH:20]=[CH:19]C(F)=[C:17]([N+:22]([O-:24])=[O:23])[CH:16]=1.C(=O)([O-])[O-].[K+].[K+].[ClH:31]>CN(C=O)C.CCOCC.CO>[ClH:31].[Br:14][C:15]1[CH:20]=[CH:19][C:7]([N:1]2[CH2:2][CH2:3][NH:4][CH2:5][CH2:6]2)=[C:17]([N+:22]([O-:24])=[O:23])[CH:16]=1 |f:2.3.4,7.8,9.10|. Procedure: Using similar reaction conditions as described in (step i of Intermediate-2), tert-butyl piperazine-1-carboxylate (1.5 g, 6.81 mmol) was reacted with 4-bromo-1-fluoro-2-nitrobenzene (1.28 g, 6.81 mmol) in DMF (25 ml) and potassium carbonate (2.35 g, 17.02 mmol) to afford crude product. Using similar reaction conditions as described in Step-ii of example-7, above crude was deprotected in HCl in ether/methanol (10/10 ml). This afforded 2.0 g (99% yield). Reaction conditions: time 1 hour. Procedure: To a slurry of 1.50 g of the 2-mercaptobenzimidazole in 28.5 ml of 95% ethanol was added 0.4 g of sodium hydroxide. After all materials had dissolved, the mixture was added to 2.80 g of 2,3,4,5,6-pentafluorobenzyl bromide. The mixture was stirred at 28°-32° C. for 1 hr, then poured into 150 ml water. The product precipitated, was filtered and dried to yield 2.50 g, mp 189°-196° C. Recrystallization from aqueous methanol yielded 1.95 g, mp 193°-195° C. Reactants: SC=1NC2=C(N1)C=CC=C2 (2-mercaptobenzimidazole), [OH-].[Na+] (sodium hydroxide), O (water), FC1=C(CBr)C(=C(C(=C1F)F)F)F (2,3,4,5,6-pentafluorobenzyl bromide). The product is FC1=C(CSC=2NC3=C(N2)C=CC=C3)C(=C(C(=C1F)F)F)F (2-(2,3,4,5,6-Pentafluorobenzylthio)benzimidazole). As a reaction SMILES: [SH:1][C:2]1[NH:3][C:4]2[CH:10]=[CH:9][CH:8]=[CH:7][C:5]=2[N:6]=1.[OH-].[Na+].[F:13][C:14]1[C:21]([F:22])=[C:20]([F:23])[C:19]([F:24])=[C:18]([F:25])[C:15]=1[CH2:16]Br.O>C(O)C>[F:13][C:14]1[C:21]([F:22])=[C:20]([F:23])[C:19]([F:24])=[C:18]([F:25])[C:15]=1[CH2:16][S:1][C:2]1[NH:3][C:4]2[CH:10]=[CH:9][CH:8]=[CH:7][C:5]=2[N:6]=1 |f:1.2|. Solvent: C(C)O (ethanol). Procedure: Following the procedure of Example 11, a mixture of 220 mg (0.5 mmol) of 4-[3-chloro-4-(1-methyl-1H-imidazole-2-ylsulfanyl)-phenylamino]-7-fluoro-6-methoxyquinoline-3-carbonitrile and 290 mg (1.6 mmol) of 1-(2-imidazole-1-yl-ethyl)piperazine in 1.2 mL of 1-methyl 2-pyrrolidinone is heated at 105° C. for 20 hours to yield the crude product. Purification by silica gel chromatography (gradient 95:5methylene chloride/methanol to 85:15 methylene chloride/methanol) gives 210 mg of 4-({3-chloro-4-[(1-m... The yield is 70.0%. Reaction conditions: temperature 105 celsius. Run in CN1C(CCC1)=O (1-methyl 2-pyrrolidinone). Starting materials: ClC=1C=C(C=CC1SC=1N(C=CN1)C)NC1=C(C=NC2=CC(=C(C=C12)OC)F)C#N (4-[3-chloro-4-(1-methyl-1H-imidazole-2-ylsulfanyl)-phenylamino]-7-fluoro-6-methoxyquinoline-3-carbonitrile), N1(C=NC=C1)CCN1CCNCC1 (1-(2-imidazole-1-yl-ethyl)piperazine). As a reaction SMILES: [Cl:1][C:2]1[CH:3]=[C:4]([NH:15][C:16]2[C:25]3[C:20](=[CH:21][C:22](F)=[C:23]([O:26][CH3:27])[CH:24]=3)[N:19]=[CH:18][C:17]=2[C:29]#[N:30])[CH:5]=[CH:6][C:7]=1[S:8][C:9]1[N:10]([CH3:14])[CH:11]=[CH:12][N:13]=1.[N:31]1([CH2:36][CH2:37][N:38]2[CH2:43][CH2:42][NH:41][CH2:40][CH2:39]2)[CH:35]=[CH:34][N:33]=[CH:32]1>CN1CCCC1=O>[Cl:1][C:2]1[CH:3]=[C:4]([NH:15][C:16]2[C:25]3[C:20](=[CH:21][C:22]([N:41]4[CH2:42][CH2:43][N:38]([CH2:37][CH2:36][N:31]5[CH:35]=[CH:34][N:33]=[CH:32]5)[CH2:39][CH2:40]4)=[C:23]([O:26][CH3:27])[CH:24]=3)[N:19]=[CH:18][C:17]=2[C:29]#[N:30])[CH:5]=[CH:6][C:7]=1[S:8][C:9]1[N:10]([CH3:14])[CH:11]=[CH:12][N:13]=1. The product is ClC=1C=C(C=CC1SC=1N(C=CN1)C)NC1=C(C=NC2=CC(=C(C=C12)OC)N1CCN(CC1)CCN1C=NC=C1)C#N (4-({3-chloro-4-[(1-methyl-1H-imidazole-2-yl)thio]phenyl}amino)-7-{4-[2-(1H-imidazole-1-yl)ethyl]piperazin-1-yl}-6-methoxyquinoline-3-carbonitrile). Reactants: CCCCCCSc1nn2c(=O)cc(I)nc2s1, CN(C)C=O, ClC(Cl)Cl, N#C[Cu]C#N, N#C[Na], O. Yields the product CCCCCCSc1nn2c(=O)cc(C#N)nc2s1. Reaction SMILES: [CH2:1]([CH2:2][CH2:3][CH2:4][CH2:5][CH3:6])[S:7][c:8]1[n:9][n:10]2[c:11]([n:12][c:13]([I:17])[cH:14][c:15]2=[O:16])[s:18]1.[CH3:31][N:32]([CH3:33])[CH:34]=[O:35].[CH:27]([Cl:28])([Cl:29])[Cl:30].[Cu:19]([C:20]#[N:21])[C:22]#[N:23].[Na:24][C:25]#[N:26].[OH2:36]>>[CH2:1]([CH2:2][CH2:3][CH2:4][CH2:5][CH3:6])[S:7][c:8]1[n:9][n:10]2[c:11]([n:12][c:13]([C:20]#[N:21])[cH:14][c:15]2=[O:16])[s:18]1. Reactants: N1C=C(C2=CC=CC=C12)C(C(=O)Cl)=O ((1H-indol-3-yl)-oxo-acetyl chloride), C1(=CC=CC=C1)C(C1=CC=CC=C1)N (C,C-diphenyl-methylamine). The solvent is CC#N (CH3CN). Product: C(C1=CC=CC=C1)(C1=CC=CC=C1)NC(C(=O)C1=CNC2=CC=CC=C12)=O (N-Benzhydryl-2-(1H-indol-3-yl)-2-oxo-acetamide). As a reaction SMILES: [NH:1]1[C:9]2[C:4](=[CH:5][CH:6]=[CH:7][CH:8]=2)[C:3]([C:10](=[O:14])[C:11](Cl)=[O:12])=[CH:2]1.[C:15]1([CH:21]([NH2:28])[C:22]2[CH:27]=[CH:26][CH:25]=[CH:24][CH:23]=2)[CH:20]=[CH:19][CH:18]=[CH:17][CH:16]=1>CC#N>[CH:21]([NH:28][C:11](=[O:12])[C:10]([C:3]1[C:4]2[C:9](=[CH:8][CH:7]=[CH:6][CH:5]=2)[NH:1][CH:2]=1)=[O:14])([C:22]1[CH:23]=[CH:24][CH:25]=[CH:26][CH:27]=1)[C:15]1[CH:20]=[CH:19][CH:18]=[CH:17][CH:16]=1. Procedure details: N-Benzhydryl-2-(1H-indol-3-yl)-2-oxo-acetamide was synthesized following scheme I above starting from (1H-indol-3-yl)-oxo-acetyl chloride and C,C-diphenyl-methylamine. Yield (52%). HPLC ret. time 3.59 min, 10-99% CH3CN, 5 min run; 1H NMR (400 MHz, DMSO-d6) δ 12.26 (s, 1H), 9.56 (d, J=9.1 Hz, 1H), 8.56 (d, J=3.2 Hz, 1H), 8.22 (m, 1H), 7.54 (m, 1H), 7.43-7.26 (m, 12H), 6.32 (d, J=9.1 Hz, 1H); ESI-MS 355.5 m/z (MH+). Reactants: ClC1=NC(=CC2=CC=CC=C12)C1=CC=C(C=C1)OC (1-Chloro-3-(4-methoxyphenyl)isoquinoline), Cl.C1(CC1)N1CCNCC1 (1-cyclopropylpiperazine hydrochloride salt), C([O-])([O-])=O.[K+].[K+] (potassium carbonate). Solvent: CS(=O)C (dimethyl sulfoxide). Run at temperature 100 celsius, time 8 hour. Product: Cl.Cl.C1(CC1)N1CCN(CC1)C1=NC(=CC2=CC=CC=C12)C1=CC=C(C=C1)OC (1-(1-cyclopropylpiperazin-4-yl)-3-(4-methoxyphenyl)isoquinoline dihydrochloride). Yield: 16.5%. As a reaction SMILES: [Cl:1][C:2]1[C:11]2[C:6](=[CH:7][CH:8]=[CH:9][CH:10]=2)[CH:5]=[C:4]([C:12]2[CH:17]=[CH:16][C:15]([O:18][CH3:19])=[CH:14][CH:13]=2)[N:3]=1.[ClH:20].[CH:21]1([N:24]2[CH2:29][CH2:28][NH:27][CH2:26][CH2:25]2)[CH2:23][CH2:22]1.C(=O)([O-])[O-].[K+].[K+]>CS(C)=O>[ClH:1].[ClH:20].[CH:21]1([N:24]2[CH2:29][CH2:28][N:27]([C:2]3[C:11]4[C:6](=[CH:7][CH:8]=[CH:9][CH:10]=4)[CH:5]=[C:4]([C:12]4[CH:17]=[CH:16][C:15]([O:18][CH3:19])=[CH:14][CH:13]=4)[N:3]=3)[CH2:26][CH2:25]2)[CH2:23][CH2:22]1 |f:1.2,3.4.5,7.8.9|. Procedure: 1-Chloro-3-(4-methoxyphenyl)isoquinoline (514 mg), and 1-cyclopropylpiperazine hydrochloride salt (378 mg) described in JP-A 62-129273 were dissolved in dimethyl sulfoxide (7 ml) followed by the addition of potassium carbonate (788 mg), and the resulting mixture was stirred at 100° C. overnight. The reaction mixture was partitioned between ethyl acetate and water. The resulting organic layer was washed with water, dried (over MgSO4) and evaporated. The resulting residue was purified by silica ge...